Dataset: the Open Reaction Database (ORD), a public repository of structured organic reaction records. Task: describe an organic reaction: reactants, conditions, products, and yield Reactants: OC1=CC=C(C=C1)C1(SC2=C(N(C1=O)C)C=CC=C2)OC (3,4-Dihydro-2-(4-hydroxyphenyl)-2-methoxy-4-methyl-3-oxo-2H-1,4-benzothiazine), C1=CC=CC=C1 (benzene), Cl (hydrochloric acid), C(C)(=O)OC(C)=O (acetic anhydride). Run in N1=CC=CC=C1 (pyridine). Run at time 3 hour. The product is C(C)(=O)OC1=CC=C(C=C1)C1(SC2=C(N(C1=O)C)C=CC=C2)OC (2-(4-Acetoxyphenyl)-3,4-dihydro-2-methoxy-4-methyl-3-oxo-2H-1,4-benzothiazine). Isolated yield 52.7%. RXN SMILES: [OH:1][C:2]1[CH:7]=[CH:6][C:5]([C:8]2([O:20][CH3:21])[C:13](=[O:14])[N:12]([CH3:15])[C:11]3[CH:16]=[CH:17][CH:18]=[CH:19][C:10]=3[S:9]2)=[CH:4][CH:3]=1.C1C=CC=CC=1.Cl.[C:29](OC(=O)C)(=[O:31])[CH3:30]>N1C=CC=CC=1>[C:29]([O:1][C:2]1[CH:3]=[CH:4][C:5]([C:8]2([O:20][CH3:21])[C:13](=[O:14])[N:12]([CH3:15])[C:11]3[CH:16]=[CH:17][CH:18]=[CH:19][C:10]=3[S:9]2)=[CH:6][CH:7]=1)(=[O:31])[CH3:30]. Procedure: 3,4-Dihydro-2-(4-hydroxyphenyl)-2-methoxy-4-methyl-3-oxo-2H-1,4-benzothiazine (0.2 g, compound No. 5) is dissolved in a mixture of acetic anhydride (2 ml) and pyridine (5 ml). The mixture is standed for 3 hours at room temperature, and then poured into a mixture of benzene and dilute hydrochloric acid. The organic layer is washed with water, dried over anhydrous sodium sulfate and concentrated in vacuo. The separated crystals are collected by filtration to give 0.1 g (52.7%) of the titled compou... Starting materials: FC1=CC=C(C=C1)C1=C(N=C(S1)C)C(=O)N1[C@H]([C@@H](CCC1)C)CNC(OC(C)(C)C)=O (tert-butyl (((2R,3R)-1-(5-(4-fluorophenyl)-2-methylthiazole-4-carbonyl)-3-methylpiperidin-2-yl)methyl)carbamate), C(=O)(C(F)(F)F)O (TFA). Solvent: C(Cl)Cl (CH2Cl2). Product: NC[C@@H]1N(CCC[C@H]1C)C(=O)C=1N=C(SC1C1=CC=C(C=C1)F)C (rac-trans-(2-(Aminomethyl)-3-methylpiperidin-1-yl)(5-(4-fluorophenyl)-2-methylthiazol-4-yl)methanone). As a reaction SMILES: [F:1][C:2]1[CH:7]=[CH:6][C:5]([C:8]2[S:12][C:11]([CH3:13])=[N:10][C:9]=2[C:14]([N:16]2[CH2:21][CH2:20][CH2:19][C@@H:18]([CH3:22])[C@@H:17]2[CH2:23][NH:24]C(=O)OC(C)(C)C)=[O:15])=[CH:4][CH:3]=1.C(O)(C(F)(F)F)=O>C(Cl)Cl>[NH2:24][CH2:23][C@H:17]1[C@H:18]([CH3:22])[CH2:19][CH2:20][CH2:21][N:16]1[C:14]([C:9]1[N:10]=[C:11]([CH3:13])[S:12][C:8]=1[C:5]1[CH:4]=[CH:3][C:2]([F:1])=[CH:7][CH:6]=1)=[O:15]. Procedure: To a solution of rac-trans-tert-butyl ((3-methylpiperidin-2-yl)methyl)carbamate (1 eq) from the previous step in DMF was added DIPEA (2 eq) followed by 5-(4-fluorophenyl)-2-methylthiazole-4-carboxylic acid (1.5 eq) and HATU (2 eq). The reaction was allowed to stir at rt for 15 h, and was then concentrated in vacuo to remove the DMF. The crude residue was taken up in EtOAc and washed with 1M HCl, sat aq. NaHCO3, brine, dried (MgSO4), and concentrated. The crude residue was purified by chromatogra... Reactants: C(C)(C)OC1=NC(=CC2=CC(=CC=C12)C(=O)O)NC1=NNC(=C1)C (1-Isopropoxy-3-(5-methyl-1H-pyrazol-3-ylamino)-isoquinoline-6-carboxylic acid), C(C)(C)N (isopropylamine). Yields the product C(C)(C)NC(=O)C=1C=C2C=C(N=C(C2=CC1)OC(C)C)NC1=NNC(=C1)C (1-Isopropoxy-3-(5-methyl-1H-pyrazol-3-ylamino)-isoquinoline-6-carboxylic acid isopropylamide). As a reaction SMILES: [CH:1]([O:4][C:5]1[C:14]2[C:9](=[CH:10][C:11]([C:15]([OH:17])=O)=[CH:12][CH:13]=2)[CH:8]=[C:7]([NH:18][C:19]2[CH:23]=[C:22]([CH3:24])[NH:21][N:20]=2)[N:6]=1)([CH3:3])[CH3:2].[CH:25]([NH2:28])([CH3:27])[CH3:26]>>[CH:25]([NH:28][C:15]([C:11]1[CH:10]=[C:9]2[C:14](=[CH:13][CH:12]=1)[C:5]([O:4][CH:1]([CH3:3])[CH3:2])=[N:6][C:7]([NH:18][C:19]1[CH:23]=[C:22]([CH3:24])[NH:21][N:20]=1)=[CH:8]2)=[O:17])([CH3:27])[CH3:26]. Procedure: Similar procedure as described in example 384 was used, starting from 1-Isopropoxy-3-(5-methyl-1H-pyrazol-3-ylamino)-isoquinoline-6-carboxylic acid and isopropylamine to give 1-Isopropoxy-3-(5-methyl-1H-pyrazol-3-ylamino)-isoquinoline-6-carboxylic acid isopropylamide. LC-MS: m/e 368 (MH+). Reactants: C1(=CC=CC=C1)C1CC(CC(C1)=O)=O (5-phenylcyclohexane-1,3-dione), C(C)(=O)[O-].[NH4+] (ammonium acetate), C(C)(=O)CC(C)=O (acetylacetone). The solvent is C(C)O (ethanol). Reaction conditions: time 1 hour. Product: CC1=NC=2CC(CC(C2C(=C1)C)=O)C1=CC=CC=C1 (2,4-dimethyl-7-phenyl-5,6,7,8-tetrahydroquinolin-5-one). Yield: 22.5%. As a reaction SMILES: [C:1]1([CH:7]2[CH2:12][C:11](=O)[CH2:10][C:9](=[O:14])[CH2:8]2)[CH:6]=[CH:5][CH:4]=[CH:3][CH:2]=1.C([O-])(=O)C.[NH4+:19].[C:20]([CH2:23][C:24](=O)[CH3:25])(=O)[CH3:21]>C(O)C>[CH3:21][C:20]1[CH:23]=[C:24]([CH3:25])[C:10]2[C:9](=[O:14])[CH2:8][CH:7]([C:1]3[CH:2]=[CH:3][CH:4]=[CH:5][CH:6]=3)[CH2:12][C:11]=2[N:19]=1 |f:1.2|. Reported procedure: To a mixture of 5-phenylcyclohexane-1,3-dione (2.0 g) and ammonium acetate (0.90 g) in ethanol (30 ml) was added acetylacetone (1.1 g), and the mixture was stirred at room temperature for 1 hour and refluxed for 21 hours. Under reduced pressure, the solvent was evaporated, and the residue was dissolved in ethyl acetate. The solution was washed with sodium hydrogen carbonate solution, water and saturated brine, dried with magnesium sulfate and concentrated under reduced pressure, and insoluble ma... The reactants are COC(=O)CCn1c(C2CC2)c(Cc2cccnc2)c2ccccc21, CO, [Na+], [OH-], O. The product is O=C(O)CCn1c(C2CC2)c(Cc2cccnc2)c2ccccc21. RXN SMILES: [C:1](=[O:2])([O:3][CH3:4])[CH2:5][CH2:6][n:7]1[c:8]([CH:23]2[CH2:24][CH2:25]2)[c:9]([CH2:16][c:17]2[cH:18][n:19][cH:20][cH:21][cH:22]2)[c:10]2[cH:11][cH:12][cH:13][cH:14][c:15]12.[CH3:28][OH:29].[Na+:27].[OH-:26].[OH2:30]>>[C:1](=[O:2])([OH:3])[CH2:5][CH2:6][n:7]1[c:8]([CH:23]2[CH2:24][CH2:25]2)[c:9]([CH2:16][c:17]2[cH:18][n:19][cH:20][cH:21][cH:22]2)[c:10]2[cH:11][cH:12][cH:13][cH:14][c:15]12. The reactants are CCI, COc1cc(C=CCN2CCC(c3ccc(Oc4ccccc4)cc3)CC2)ccc1O. Yields the product CCN1CCC(c2ccc(Oc3ccccc3)cc2)CC1. RXN SMILES: [CH2:32]([I:33])[CH3:34].[OH:1][c:2]1[cH:3][cH:4][c:5]([CH:6]=[CH:9][CH2:10][N:11]2[CH2:12][CH2:13][CH:14]([c:17]3[cH:18][cH:19][c:20]([O:23][c:24]4[cH:25][cH:26][cH:27][cH:28][cH:29]4)[cH:21][cH:22]3)[CH2:15][CH2:16]2)[cH:7][c:8]1[O:30][CH3:31]>>[CH3:9][CH2:10][N:11]1[CH2:12][CH2:13][CH:14]([c:17]2[cH:18][cH:19][c:20]([O:23][c:24]3[cH:25][cH:26][cH:27][cH:28][cH:29]3)[cH:21][cH:22]2)[CH2:15][CH2:16]1. The reactants are ClC1=C(C(=CC(=C1)Cl)Cl)O (2,4,6-trichloro-phenol), C(CC(=O)O)(=O)O (malonic acid), O=P(Cl)(Cl)Cl (POCl3), O (water). Run in CCOCC (ether). The product is ClC1=C(C(=CC(=C1)Cl)Cl)OC(CC(=O)OC1=C(C=C(C=C1Cl)Cl)Cl)=O (malonic acid bis(2,4,6-trichloro-phenyl)ester). As a reaction SMILES: [Cl:1][C:2]1[CH:7]=[C:6]([Cl:8])[CH:5]=[C:4]([Cl:9])[C:3]=1[OH:10].[C:11]([OH:17])(=[O:16])[CH2:12][C:13]([OH:15])=O.O=P(Cl)(Cl)Cl.O>CCOCC>[Cl:1][C:2]1[CH:7]=[C:6]([Cl:8])[CH:5]=[C:4]([Cl:9])[C:3]=1[O:10][C:13](=[O:15])[CH2:12][C:11]([O:17][C:3]1[C:2]([Cl:1])=[CH:7][C:6]([Cl:8])=[CH:5][C:4]=1[Cl:9])=[O:16]. Procedure details: A mixture of 2,4,6-trichloro-phenol (157.6 g, 0.8 mol), malonic acid (52 g, 0.5 mol), and POCl3 (98 mL, 1.05 mol) is heated at reflux for 4 hours. The reaction mixture is cooled slightly and poured into a mixture of ice, water, and ether with stirring. The solid is collected by filtration and dried in vacuo to give malonic acid bis(2,4,6-trichloro-phenyl)ester. Starting materials: ClC1=C(C=C2C(C(=CN(C2=N1)C1CC1)C(=O)OCC)=O)F (Ethyl 7-chloro-1-cyclopropyl-6-fluoro-1,4-dihydro-4-oxo-1,8-naphthyridine-3-carboxylate), Cl.N1(N=NC=C1)[C@@H]1CNCC1 (3(S)-(1,2,3-triazol-1-yl)pyrrolidine hydrochloride), C1CCC2=NCCCN2CC1 (DBU). The solvent is N1=CC=CC=C1 (pyridine). Reaction conditions: time 4 day. Product: C1(CC1)N1C=C(C(C2=CC(=C(N=C12)N1C[C@H](CC1)N1N=NC=C1)F)=O)C(=O)OCC (Ethyl 1-cyclopropyl-6-fluoro-7-[3 (S)-(1,2,3-triazol-1-yl)pyrrolidin -1-yl]-1,4-dihydro-4-oxo-1,8naphthyridine-3-carboxylate). Yield: 24.2%. RXN SMILES: Cl[C:2]1[N:11]=[C:10]2[C:5]([C:6](=[O:20])[C:7]([C:15]([O:17][CH2:18][CH3:19])=[O:16])=[CH:8][N:9]2[CH:12]2[CH2:14][CH2:13]2)=[CH:4][C:3]=1[F:21].Cl.[N:23]1([C@H:28]2[CH2:32][CH2:31][NH:30][CH2:29]2)[CH:27]=[CH:26][N:25]=[N:24]1.C1CCN2C(=NCCC2)CC1>N1C=CC=CC=1>[CH:12]1([N:9]2[C:10]3[C:5](=[CH:4][C:3]([F:21])=[C:2]([N:30]4[CH2:31][CH2:32][C@H:28]([N:23]5[CH:27]=[CH:26][N:25]=[N:24]5)[CH2:29]4)[N:11]=3)[C:6](=[O:20])[C:7]([C:15]([O:17][CH2:18][CH3:19])=[O:16])=[CH:8]2)[CH2:14][CH2:13]1 |f:1.2|. Procedure: Ethyl 7-chloro-1-cyclopropyl-6-fluoro-1,4-dihydro-4-oxo-1,8-naphthyridine-3-carboxylate (250 mg, 0.8 mmol) was reacted with 350 mg (2 mmol) of 3(S)-(1,2,3-triazol-1-yl)pyrrolidine hydrochloride in 8 ml of pyridine in the presence of 305 mg (2 mmol) of DBU at 80°-90° C. for 6 h. The reaction was then stirred at r.t. for 4 days. The solvent was then evaporated under reduced pressure and to the residue, water was added and extracted with chloroform. The organic layer was dried and evaporated to dry... Reactants: CC(C)OC(=O)/N=N/C(=O)OC(C)C (DIAD), CO (methanol), C1(=CC=CC=C1)P(C1=CC=CC=C1)C1=CC=CC=C1 (triphenylphosphine), COC([C@H](CC=1C=CC2=C(NC([C@@H](O2)C2=CC=C(C=C2)OCC2=CC(=C(C=C2)Cl)Cl)=O)C1)NC(=O)OC(C)(C)C)=O ((S)-2-tert-Butoxycarbonylamino-3-{(S)-2-[4-(3,4-dichloro-benzyloxy)-phenyl]-3-oxo-3,4-dihydro-2H-benzo[1,4]oxazin-6-yl}-propionic acid methyl ester). Solvent: C1CCOC1.C(Cl)Cl (THF DCM). Conditions: temperature 0 celsius, time 10 minute. Product: COC([C@H](CC=1C=CC2=C(N(C([C@@H](O2)C2=CC=C(C=C2)OCC2=CC(=C(C=C2)Cl)Cl)=O)C)C1)NC(=O)OC(C)(C)C)=O ((S)-2-tert-Butoxycarbonylamino-3-{(S)-2-[4-(3,4-dichloro-benzyloxy)-phenyl]-4-methyl-3-oxo-3,4-dihydro-2H-benzo[1,4]oxazin-6-yl}-propionic acid methyl ester). Reaction SMILES: [CH3:1][O:2][C:3](=[O:41])[C@@H:4]([NH:33][C:34]([O:36][C:37]([CH3:40])([CH3:39])[CH3:38])=[O:35])[CH2:5][C:6]1[CH:7]=[CH:8][C:9]2[O:14][C@@H:13]([C:15]3[CH:20]=[CH:19][C:18]([O:21][CH2:22][C:23]4[CH:28]=[CH:27][C:26]([Cl:29])=[C:25]([Cl:30])[CH:24]=4)=[CH:17][CH:16]=3)[C:12](=[O:31])[NH:11][C:10]=2[CH:32]=1.CO.[C:44]1(P(C2C=CC=CC=2)C2C=CC=CC=2)C=CC=CC=1.CC(OC(/N=N/C(OC(C)C)=O)=O)C>C1COCC1.C(Cl)Cl>[CH3:1][O:2][C:3](=[O:41])[C@@H:4]([NH:33][C:34]([O:36][C:37]([CH3:38])([CH3:40])[CH3:39])=[O:35])[CH2:5][C:6]1[CH:7]=[CH:8][C:9]2[O:14][C@@H:13]([C:15]3[CH:16]=[CH:17][C:18]([O:21][CH2:22][C:23]4[CH:28]=[CH:27][C:26]([Cl:29])=[C:25]([Cl:30])[CH:24]=4)=[CH:19][CH:20]=3)[C:12](=[O:31])[N:11]([CH3:44])[C:10]=2[CH:32]=1 |f:4.5|. Procedure: (S)-2-tert-Butoxycarbonylamino-3-{(S)-2-[4-(3,4-dichloro-benzyloxy)-phenyl]-3-oxo-3,4-dihydro-2H-benzo[1,4]oxazin-6-yl}-propionic acid methyl ester (9.5 mmol) was dissolved in 60 mL THF-DCM (1:1) and methanol (14.2 mmol) and resin-bound triphenylphosphine (14.2 mmol) was added. The mixture was cooled to 0° C. and DIAD (14.2 mmol) added. The mixture was agitated for 10 min at 0° C. and the mixture was slowly allowed to warm up to r.t. and agitated for 16 h. The reaction mixture was filtered, conc... The reactants are N([C@H](CC1CCCCC1)C(=O)N1[C@H](C(=O)OC(C)(C)C)CCC1)C(=O)OCC1=CC=CC=C1 (Z-DCha-Pro-OtBu). Reagents/catalysts: [Pd] (Pd-C). The solvent is C1CCOC1 (THF). Product: N[C@H](CC1CCCCC1)C(=O)N1[C@H](C(=O)OC(C)(C)C)CCC1 (H-DCha-Pro-OtBu). Yield: 100.0%. Reaction SMILES: [NH:1](C(OCC1C=CC=CC=1)=O)[C@@H:2]([C:10]([N:12]1[CH2:23][CH2:22][CH2:21][C@H:13]1[C:14]([O:16][C:17]([CH3:20])([CH3:19])[CH3:18])=[O:15])=[O:11])[CH2:3][CH:4]1[CH2:9][CH2:8][CH2:7][CH2:6][CH2:5]1>C1COCC1.[Pd]>[NH2:1][C@@H:2]([C:10]([N:12]1[CH2:23][CH2:22][CH2:21][C@H:13]1[C:14]([O:16][C:17]([CH3:18])([CH3:19])[CH3:20])=[O:15])=[O:11])[CH2:3][CH:4]1[CH2:5][CH2:6][CH2:7][CH2:8][CH2:9]1. Procedure: Z-DCha-Pro-OtBu (made by standard peptide coupling reactions) was hydrogenated in THF over 5% Pd-C at standard temperature and pressure for 24 h. Filtration and evaporation provided H-DCha-Pro-OtBu (oil, 100%).